From a dataset of the Open Reaction Database (ORD), a public repository of structured organic reaction records. describe an organic reaction: reactants, conditions, products, and yield The reactants are O=C1CCC(=O)N1Cl, ClCCl, c1cnc2[nH]ncc2c1. The product is Clc1n[nH]c2ncccc12. Reaction SMILES: [Cl:10][N:11]1[C:12](=[O:13])[CH2:14][CH2:15][C:16]1=[O:17].[Cl:18][CH2:19][Cl:20].[nH:1]1[n:2][cH:3][c:4]2[c:5]1[n:6][cH:7][cH:8][cH:9]2>>[nH:1]1[n:2][c:3]([Cl:10])[c:4]2[c:5]1[n:6][cH:7][cH:8][cH:9]2. Reactants: N1C=C(C2=CC=CC=C12)C1C(N(C(C1)=O)C)=O (3-(1-H-indol-3-yl)-1-methyl-pyrrolidine-2,5-dione), [H-].[H-].[H-].[H-].[Li+].[Al+3] (LiAlH4). Run in O1CCCC1 (tetrahydrofuran). Conditions: temperature 50 celsius, time 8 hour. The product is CN1CC(CC1)C1=CNC2=CC=CC=C12 (3-(1-methylpyrrolidin-3-yl)-1H-indole). RXN SMILES: [NH:1]1[C:9]2[C:4](=[CH:5][CH:6]=[CH:7][CH:8]=2)[C:3]([CH:10]2[CH2:14][C:13](=O)[N:12]([CH3:16])[C:11]2=O)=[CH:2]1.[H-].[H-].[H-].[H-].[Li+].[Al+3]>O1CCCC1>[CH3:16][N:12]1[CH2:13][CH2:14][CH:10]([C:3]2[C:4]3[C:9](=[CH:8][CH:7]=[CH:6][CH:5]=3)[NH:1][CH:2]=2)[CH2:11]1 |f:1.2.3.4.5.6|. Reported procedure: A solution of 3-(1-H-indol-3-yl)-1-methyl-pyrrolidine-2,5-dione (1.4 g) in tetrahydrofuran is treated with LiAlH4 (12 mL, 1.0M solution, 2 equiv), stirred at 50° C. for 8 hr, cooled to room temperature, quenched with water and 15% aqueous NaOH and filtered. The filtrate is dried over MgSO4 and concentrated in vacuo to afford the title product as an oil, 1.1 g, identified by HPLC and mass spectral analyses.